The task is: describe an organic reaction: reactants, conditions, products, and yield. This data is from the Open Reaction Database (ORD), a public repository of structured organic reaction records. Reactants: COc1ccccc1-c1ccc2cnc(S(C)=O)nn12, COCCO, CCN(C(C)C)C(C)C, Nc1cccc(N2CCN(CCO)CC2)c1. The product is COc1ccccc1-c1ccc2cnc(Nc3cccc(N4CCN(CCO)CC4)c3)nn12. Reaction SMILES: [CH3:1][S:2](=[O:3])[c:4]1[n:5][n:6]2[c:7]([cH:8][n:9]1)[cH:10][cH:11][c:12]2-[c:13]1[c:14]([O:19][CH3:20])[cH:15][cH:16][cH:17][cH:18]1.[CH3:46][O:47][CH2:48][CH2:49][OH:50].[CH:21]([N:22]([CH2:23][CH3:24])[CH:25]([CH3:26])[CH3:27])([CH3:28])[CH3:29].[NH2:30][c:31]1[cH:32][c:33]([N:37]2[CH2:38][CH2:39][N:40]([CH2:43][CH2:44][OH:45])[CH2:41][CH2:42]2)[cH:34][cH:35][cH:36]1>>[c:4]1([NH:30][c:31]2[cH:32][c:33]([N:37]3[CH2:38][CH2:39][N:40]([CH2:43][CH2:44][OH:45])[CH2:41][CH2:42]3)[cH:34][cH:35][cH:36]2)[n:5][n:6]2[c:7]([cH:8][n:9]1)[cH:10][cH:11][c:12]2-[c:13]1[c:14]([O:19][CH3:20])[cH:15][cH:16][cH:17][cH:18]1. The reactants are [OH-].[Na+] (sodium hydroxide), C(C)OCC (diethylether), Cl (hydrochloric acid), BrC1=CC=C(C=C1)C1(CCC(CC1)(O)CCC1=CC=CC=C1)N(C)C (4-(4-bromophenyl)-4-dimethylamino-1-phenethylcyclohexanol). Run in C(C)(C)OC(C)C (diisopropylether). Product: BrC1=CC=C(C=C1)C1(CCC(CC1)=O)N(C)C (4-(4-bromophenyl)-4-dimethylaminocyclohexanone). Isolated yield 91.2%. Reaction SMILES: [Br:1][C:2]1[CH:7]=[CH:6][C:5]([C:8]2([N:23]([CH3:25])[CH3:24])[CH2:13][CH2:12][C:11](CCC3C=CC=CC=3)([OH:14])[CH2:10][CH2:9]2)=[CH:4][CH:3]=1.C(OCC)C.Cl.[OH-].[Na+]>C(OC(C)C)(C)C>[Br:1][C:2]1[CH:3]=[CH:4][C:5]([C:8]2([N:23]([CH3:25])[CH3:24])[CH2:9][CH2:10][C:11](=[O:14])[CH2:12][CH2:13]2)=[CH:6][CH:7]=1 |f:3.4|. Procedure details: 7.48 g 4-(4-bromophenyl)-4-dimethylamino-1-phenethylcyclohexanol were dissolved in 30 ml diisopropylether and 10 ml diethylether and were stirred for 4 days with 13 ml 4-molar hydrochloric acid. To work up the reaction mixture, it was alkalized by addition of sodium hydroxide solution (32% by weight), extracted three times with 30 ml dichloromethane in each case, the combined extracts were dried over sodium sulfate, filtered, concentrated and substantially freed of solvent residues under vacuum.... Starting materials: CCOC(=O)c1nc(Br)c2onc(-c3ccc(Cl)cc3)c2c1O, C#C[Si](C)(C)C, CC(C)NC(C)C, [Cu]I, O=C(C=Cc1ccccc1)C=Cc1ccccc1, O=C(C=Cc1ccccc1)C=Cc1ccccc1, O=C(C=Cc1ccccc1)C=Cc1ccccc1, C1CCOC1, [Pd], [Pd]. The product is CCOC(=O)c1nc(C#C[Si](C)(C)C)c2onc(-c3ccc(Cl)cc3)c2c1O. As a reaction SMILES: [CH2:1]([CH3:2])[O:3][C:4](=[O:5])[c:6]1[c:7]([OH:23])[c:8]2[c:9]([c:10]([Br:12])[n:11]1)[o:13][n:14][c:15]2-[c:16]1[cH:17][cH:18][c:19]([Cl:22])[cH:20][cH:21]1.[CH3:24][Si:25]([CH3:26])([CH3:27])[C:28]#[CH:29].[CH:30]([NH:31][CH:32]([CH3:33])[CH3:34])([CH3:35])[CH3:36].[Cu:93][I:94].[O:39]=[C:40]([CH:41]=[CH:42][c:43]1[cH:44][cH:45][cH:46][cH:47][cH:48]1)[CH:49]=[CH:50][c:51]1[cH:52][cH:53][cH:54][cH:55][cH:56]1.[O:57]=[C:58]([CH:59]=[CH:60][c:61]1[cH:62][cH:63][cH:64][cH:65][cH:66]1)[CH:67]=[CH:68][c:69]1[cH:70][cH:71][cH:72][cH:73][cH:74]1.[O:75]=[C:76]([CH:77]=[CH:78][c:79]1[cH:80][cH:81][cH:82][cH:83][cH:84]1)[CH:85]=[CH:86][c:87]1[cH:88][cH:89][cH:90][cH:91][cH:92]1.[O:95]1[CH2:96][CH2:97][CH2:98][CH2:99]1.[Pd:37].[Pd:38]>>[CH2:1]([CH3:2])[O:3][C:4](=[O:5])[c:6]1[c:7]([OH:23])[c:8]2[c:9]([c:10]([C:29]#[C:28][Si:25]([CH3:24])([CH3:26])[CH3:27])[n:11]1)[o:13][n:14][c:15]2-[c:16]1[cH:17][cH:18][c:19]([Cl:22])[cH:20][cH:21]1. The reactants are BrC1=CC(=C(S1)Cl)CO ((5-bromo-2-chlorothiophen-3-yl)methanol), CN(C=O)C (dimethylformamide). The reagents and catalysts are [C-]#N.[Zn+2].[C-]#N (zinc cyanide), C=1C=CC(=CC1)[P](C=2C=CC=CC2)(C=3C=CC=CC3)[Pd]([P](C=4C=CC=CC4)(C=5C=CC=CC5)C=6C=CC=CC6)([P](C=7C=CC=CC7)(C=8C=CC=CC8)C=9C=CC=CC9)[P](C=1C=CC=CC1)(C=1C=CC=CC1)C=1C=CC=CC1 (tetrakis(triphenylphosphine)palladium(0)). The solvent is C(C)(=O)OCC (ethyl acetate). Reaction conditions: temperature 100 celsius, time 4 hour. Yields the product ClC1=C(C=C(S1)C#N)CO (5-Chloro-4-hydroxymethylthiophene-2-carbonitrile). Reaction SMILES: Br[C:2]1[S:6][C:5]([Cl:7])=[C:4]([CH2:8][OH:9])[CH:3]=1.[CH3:10][N:11](C)C=O>C(OCC)(=O)C.[C-]#N.[Zn+2].[C-]#N.C1C=CC([P]([Pd]([P](C2C=CC=CC=2)(C2C=CC=CC=2)C2C=CC=CC=2)([P](C2C=CC=CC=2)(C2C=CC=CC=2)C2C=CC=CC=2)[P](C2C=CC=CC=2)(C2C=CC=CC=2)C2C=CC=CC=2)(C2C=CC=CC=2)C2C=CC=CC=2)=CC=1>[Cl:7][C:5]1[S:6][C:2]([C:10]#[N:11])=[CH:3][C:4]=1[CH2:8][OH:9] |f:3.4.5,^1:29,31,50,69|. Procedure: To a solution of 25.0 g (5-bromo-2-chlorothiophen-3-yl)methanol in 330 mL of dimethylformamide, 25.8 g of zinc cyanide (I) and 12.7 g tetrakis(triphenylphosphine)palladium(0) were added at room temperature, and stirred at 100° C. for 4 hours. Diluting with ethyl acetate, the organic layer was washed successively with saturated aqueous ammonium chloride and saturated brine, dried over anhydrous magnesium sulfate, and the solvent was evaporated. The crude product was purified and separated by sili...